Dataset: the Open Reaction Database (ORD), a public repository of structured organic reaction records. Task: describe an organic reaction: reactants, conditions, products, and yield Reactants: CC1(C=C(C(CC1)=O)C1=CC=NN1C)C (4,4-dimethyl-2-(1-methyl-1H-pyrazol-5-yl)cyclohex-2-en-1-one), [BH4-].[Na+] (sodium borohydride), [Cl-].[NH4+] (ammonium chloride). The solvent is CO (methanol). Run at time 1 hour. The product is CC1(CC(C(CC1)O)C1=CC=NN1C)C (4,4-Dimethyl-2-(1-methyl-1H-pyrazol-5-yl)cyclohexanol). Reaction SMILES: [CH3:1][C:2]1([CH3:15])[CH2:7][CH2:6][C:5](=[O:8])[C:4]([C:9]2[N:13]([CH3:14])[N:12]=[CH:11][CH:10]=2)=[CH:3]1.[BH4-].[Na+].[Cl-].[NH4+]>CO>[CH3:1][C:2]1([CH3:15])[CH2:7][CH2:6][CH:5]([OH:8])[CH:4]([C:9]2[N:13]([CH3:14])[N:12]=[CH:11][CH:10]=2)[CH2:3]1 |f:1.2,3.4|. Procedure details: To a solution of the 4,4-dimethyl-2-(1-methyl-1H-pyrazol-5-yl)cyclohex-2-en-1-one (432 mg, 2.12 mmol) prepared in Example 67c in methanol (6.0 mL), sodium borohydride (200 mg, 5.29 mmol) was added with cooling on ice, and the reaction solution was stirred at room temperature for 1 hour. To the reaction solution, a saturated aqueous solution of ammonium chloride (20 mL) was added, followed by extraction with dichloromethane (50 mL). The thus obtained organic layer was dried over anhydrous sodium ... The reactants are CC1(OB(OC1(C)C)C1=C2C=NNC2=CC(=C1)C(F)(F)F)C (4-(4,4,5,5-tetramethyl-1,3,2-dioxaborolan-2-yl)-6-(trifluoromethyl)-1H-indazole), BrC=1C=CC=2N(C1C)N=NN2 (6-bromo-5-methyltetrazolo[1,5-a]pyridine). The reagents and catalysts are C1=CC=C(C=C1)P([C-]2C=CC=C2)C3=CC=CC=C3.C1=CC=C(C=C1)P([C-]2C=CC=C2)C3=CC=CC=C3.Cl[Pd]Cl.[Fe+2] (PdCl2(dppf)). Run in O1CCOCC1 (dioxane), C(=O)(O)[O-].[Na+] (NaHCO3). Reaction conditions: temperature 130 celsius. The product is CC1=C(C=CC=2N1N=NN2)C2=C1C=NNC1=CC(=C2)C(F)(F)F (5-methyl-6-(6-(trifluoromethyl)-1H-indazol-4-yl)tetrazolo[1,5-a]pyridine). RXN SMILES: CC1(C)C(C)(C)OB([C:9]2[CH:17]=[C:16]([C:18]([F:21])([F:20])[F:19])[CH:15]=[C:14]3[C:10]=2[CH:11]=[N:12][NH:13]3)O1.Br[C:24]1[CH:25]=[CH:26][C:27]2[N:28]([N:31]=[N:32][N:33]=2)[C:29]=1[CH3:30]>O1CCOCC1.C([O-])(O)=O.[Na+].C1C=CC(P(C2C=CC=CC=2)[C-]2C=CC=C2)=CC=1.C1C=CC(P(C2C=CC=CC=2)[C-]2C=CC=C2)=CC=1.Cl[Pd]Cl.[Fe+2]>[CH3:30][C:29]1[N:28]2[N:31]=[N:32][N:33]=[C:27]2[CH:26]=[CH:25][C:24]=1[C:9]1[CH:17]=[C:16]([C:18]([F:19])([F:20])[F:21])[CH:15]=[C:14]2[C:10]=1[CH:11]=[N:12][NH:13]2 |f:3.4,5.6.7.8|. Procedure details: To a 20 mL microwave vial was added a mixture of 4-(4,4,5,5-tetramethyl-1,3,2-dioxaborolan-2-yl)-6-(trifluoromethyl)-1H-indazole (50 mg, 0.160 mmol), 6-bromo-5-methyltetrazolo[1,5-a]pyridine (34.1 mg, 0.160 mmol), and PdCl2(dppf) (6.59 mg, 8.01 μmol) in dioxane (4 mL) and aqueous saturated NaHCO3 (2 mL). The resulting yellow suspension was heated at 130° C. for 30 minutes in a microwave reactor. The reaction mixture was subsequently purified by preparative HPLC, eluting with a gradient of 45-65%... Reactants: BrC=1C=NC=2N(C1)N=C(C2)C(=O)O (6-bromo-pyrazolo[1,5-a]pyrimidine-2-carboxylic acid), CC1NCCC2=CC3=C(C=C12)OC=C3 (8-Methyl-5,6,7,8-tetrahydro-furo[3,2-g]isoquinoline). Product: BrC=1C=NC=2N(C1)N=C(C2)C(=O)N2C(C1=CC3=C(C=C1CC2)C=CO3)C ((6-Bromo-pyrazolo[1,5-a]pyrimidin-2-yl)-(8-methyl-5,8-dihydro-6H-furo[3,2-g]isoquinolin-7-yl)-methanone). As a reaction SMILES: [Br:1][C:2]1[CH:3]=[N:4][C:5]2[N:6]([N:8]=[C:9]([C:11]([OH:13])=O)[CH:10]=2)[CH:7]=1.[CH3:14][CH:15]1[C:24]2[C:19](=[CH:20][C:21]3[CH:27]=[CH:26][O:25][C:22]=3[CH:23]=2)[CH2:18][CH2:17][NH:16]1>>[Br:1][C:2]1[CH:3]=[N:4][C:5]2[N:6]([N:8]=[C:9]([C:11]([N:16]3[CH2:17][CH2:18][C:19]4[C:24](=[CH:23][C:22]5[O:25][CH:26]=[CH:27][C:21]=5[CH:20]=4)[CH:15]3[CH3:14])=[O:13])[CH:10]=2)[CH:7]=1. Reported procedure: In close analogy to the procedure described in Example 1, 6-bromo-pyrazolo[1,5-a]pyrimidine-2-carboxylic acid is reacted with 8-Methyl-5,6,7,8-tetrahydro-furo[3,2-g]isoquinoline to provide the title compound in moderate yield. Reaction SMILES: [CH3:1][O:2][C:3]1[CH:4]=[C:5]([C:11]2[C@H:20]3[C@H:15]([CH2:16][CH2:17][CH2:18][CH2:19]3)[C:14](=[O:21])[NH:13][N:12]=2)[CH:6]=[CH:7][C:8]=1[O:9][CH3:10].[CH2:22]([O:29][C:30]1[CH:37]=[CH:36][C:33]([CH2:34]Cl)=[CH:32][CH:31]=1)[C:23]1[CH:28]=[CH:27][CH:26]=[CH:25][CH:24]=1.C(N1N=C(C2C=CC(OC)=C(OC)C=2)[C@H]2[C@H](CCCC2)C1=O)C1C=CC=CC=1>>[CH3:1][O:2][C:3]1[CH:4]=[C:5]([C:11]2[C@H:20]3[C@H:15]([CH2:16][CH2:17][CH2:18][CH2:19]3)[C:14](=[O:21])[N:13]([CH2:34][C:33]3[CH:36]=[CH:37][C:30]([O:29][CH2:22][C:23]4[CH:28]=[CH:27][CH:26]=[CH:25][CH:24]=4)=[CH:31][CH:32]=3)[N:12]=2)[CH:6]=[CH:7][C:8]=1[O:9][CH3:10]. Product: COC=1C=C(C=CC1OC)C1=NN(C([C@H]2CCCC[C@@H]12)=O)CC1=CC=C(C=C1)OCC1=CC=CC=C1 ((cis)-4-(3,4-Dimethoxyphenyl)-2-(4-benzyloxybenzyl)-4a,5,6,7,8,8a-hexahydro-2H-phthalazin-1-one). Starting materials: COC=1C=C(C=CC1OC)C1=NNC([C@H]2CCCC[C@@H]12)=O ((cis)-4-(3,4-Dimethoxyphenyl)-4a,5,6,7,8,8a-hexahydro-2H-phthalazin-1-one), C(C1=CC=CC=C1)OC1=CC=C(CCl)C=C1 (4-benzyloxybenzylchloride), C(C1=CC=CC=C1)N1C([C@H]2CCCC[C@H]2C(=N1)C1=CC(=C(C=C1)OC)OC)=O ((cis)-2-Benzyl-4-(3,4-dimethoxyphenyl)-4a,5,6,7,8,8a-hexahydro-2H-phthalazin-1-one). Procedure details: Prepared from compound 1 and 4-benzyloxybenzylchloride as described from compound 78. Purified by chromatography (dichloromethane) and isolated as a colourless oil. Reactants: FC1=CC=C(C=C1)C1=CC(OC2=CC(=CC=C12)CNC=1OC(=NN1)C(CC)(C(F)(F)F)O)=O (4-(4-fluorophenyl)-7-[({5-[1-hydroxy-1-(trifluoromethyl)propyl]-1,3,4-oxadiazol-2-yl}amino)methyl]-2H-chromen-2-one), CI (methyl iodide), C(=O)([O-])[O-].[K+].[K+] (K2CO3). Solvent: CCOC(=O)C.O (EtOAc water). Product: FC1=CC=C(C=C1)C1=CC(OC2=CC(=CC=C12)CN(C)C=1OC(=NN1)C(CC)(C(F)(F)F)O)=O (4-(4-Fluorophenyl)-7-{[{5-[1-hydroxy-1-(trifluoromethyl)propyl]-1,3,4-oxadiazol-2-yl}(methyl)amino]methyl}-2H-chromen-2-one). RXN SMILES: [F:1][C:2]1[CH:7]=[CH:6][C:5]([C:8]2[C:17]3[C:12](=[CH:13][C:14]([CH2:18][NH:19][C:20]4[O:21][C:22]([C:25]([OH:32])([C:28]([F:31])([F:30])[F:29])[CH2:26][CH3:27])=[N:23][N:24]=4)=[CH:15][CH:16]=3)[O:11][C:10](=[O:33])[CH:9]=2)=[CH:4][CH:3]=1.CI.[C:36]([O-])([O-])=O.[K+].[K+]>CCOC(C)=O.O>[F:1][C:2]1[CH:7]=[CH:6][C:5]([C:8]2[C:17]3[C:12](=[CH:13][C:14]([CH2:18][N:19]([C:20]4[O:21][C:22]([C:25]([OH:32])([C:28]([F:30])([F:31])[F:29])[CH2:26][CH3:27])=[N:23][N:24]=4)[CH3:36])=[CH:15][CH:16]=3)[O:11][C:10](=[O:33])[CH:9]=2)=[CH:4][CH:3]=1 |f:2.3.4,5.6|. Procedure details: The (−) isomer of 4-(4-fluorophenyl)-7-[({5-[1-hydroxy-1-(trifluoromethyl)propyl]-1,3,4-oxadiazol-2-yl}amino)methyl]-2H-chromen-2-one (0.100 g, 0.22 mmol), methyl iodide (2 mL) and K2CO3 (0.061 g 0.44 mmol) were heated at 50° C. until the disappearance of starting material. The mixture was cooled to rt and diluted with EtOAc-water. The organic layer was separated, dried and the solvent removed. Purification on silica gel (toluene-acetone, 8:2) gave the title compound. 1H NMR (400 MHz, acetone-d6... The reactants are FC1=C(C=CC(=C1)F)C(CN1N=CN=C1)(C(C)C=1C=[N+](C=CC1)[O-])O (2-(2,4-Difluorophenyl)-3-(1-oxidopyridin-3-yl)-1-(1H-1,2,4-triazol-1-yl)butan-2-ol), CN(C(=O)Cl)C (N,N-dimethylcarbamoyl chloride), C[Si](C)(C)C#N (Trimethylsilyl cyanide). The solvent is ClCCl (dichloromethane). Run at time 8 hour. The product is FC1=C(C=CC(=C1)F)C(CN1N=CN=C1)(C(C)C=1C=CC(=NC1)C#N)O (2-(2,4-difluorophenyl)-3-(2-cyanopyridin-5-yl)-1-(1H-1,2,4-triazol-1-yl)butan-2-ol). Yield: 18.9%. As a reaction SMILES: [F:1][C:2]1[CH:7]=[C:6]([F:8])[CH:5]=[CH:4][C:3]=1[C:9]([OH:25])([CH:16]([C:18]1[CH:19]=[N+:20]([O-])[CH:21]=[CH:22][CH:23]=1)[CH3:17])[CH2:10][N:11]1[CH:15]=[N:14][CH:13]=[N:12]1.[CH3:26][N:27](C)C(Cl)=O.C[Si](C#N)(C)C>ClCCl>[F:1][C:2]1[CH:7]=[C:6]([F:8])[CH:5]=[CH:4][C:3]=1[C:9]([OH:25])([CH:16]([C:18]1[CH:23]=[CH:22][C:21]([C:26]#[N:27])=[N:20][CH:19]=1)[CH3:17])[CH2:10][N:11]1[CH:15]=[N:14][CH:13]=[N:12]1. Procedure details: A mixture of the product of part (i) (0.93 g) and N,N-dimethylcarbamoyl chloride (0.40 g) in dichloromethane (10 ml) was stirred at room temperature overnight. Trimethylsilyl cyanide (0.40 g) was added and stirring was continued for a further 60 hours. The solution was washed with 10% sodium carbonate solution and the aqueous layer was separated and washed with dichloromethane. The organic layers were combined, dried (MgSO4) and evaporated. The residue was chromatographed on silica gel using hex...